From a dataset of the Open Reaction Database (ORD), a public repository of structured organic reaction records. describe an organic reaction: reactants, conditions, products, and yield The reactants are [N+](=O)([O-])C=1C=C2C(=CNC2=CC1)CC1=C(C=C(C(=O)O)C=C1)OC (4-(5-nitroindol-3-ylmethyl)-3-methoxybenzoic acid), [H-].[Na+] (sodium hydride), Cl (hydrochloric acid), C(C)(=O)OC(C)=O (acetic anhydride). Solvent: CN(C=O)C (N,N-dimethylformamide), CN(C=O)C (DMF). Conditions: time 20 minute. The product is C(C)(=O)N1C=C(C2=CC(=CC=C12)[N+](=O)[O-])CC1=C(C=C(C(=O)O)C=C1)OC (4-(1-acetyl-5-nitroindol-3-ylmethyl)-3-methoxybenzoic acid). Yield: 67.4%. RXN SMILES: [N+:1]([C:4]1[CH:5]=[C:6]2[C:10](=[CH:11][CH:12]=1)[NH:9][CH:8]=[C:7]2[CH2:13][C:14]1[CH:22]=[CH:21][C:17]([C:18]([OH:20])=[O:19])=[CH:16][C:15]=1[O:23][CH3:24])([O-:3])=[O:2].[H-].[Na+].[C:27](OC(=O)C)(=[O:29])[CH3:28].Cl>CN(C)C=O>[C:27]([N:9]1[C:10]2[C:6](=[CH:5][C:4]([N+:1]([O-:3])=[O:2])=[CH:12][CH:11]=2)[C:7]([CH2:13][C:14]2[CH:22]=[CH:21][C:17]([C:18]([OH:20])=[O:19])=[CH:16][C:15]=2[O:23][CH3:24])=[CH:8]1)(=[O:29])[CH3:28] |f:1.2|. Procedure details: A solution of 4-(5-nitroindol-3-ylmethyl)-3-methoxybenzoic acid (0.6 g.) in N,N-dimethylformamide (DMF), (3 ml.) was added to a stirred suspension of oil-free sodium hydride (0.088 g.) in DMF (8 ml.) under a nitrogen atmosphere at ambient temperature. The red solution was stirred for 20 minutes, and acetic anhydride (0.187 g.) added. After 1 hour, the mixture was poured into hydrochloric acid (1N, 30 ml.), extracted with ethyl acetate (3×50 ml), the combined extracts washed with water (2×20 ml.)... The reactants are CC1=CC=C(C=C1)S(=O)(=O)OCC1OC2=C(C1)C=CC=C2Br ((±)-(7-bromo-2,3-dihydro-1-benzofuran-2-yl)methyl 4-methylbenzenesulfonate), Intermediate 37, CC1=C(C(=CC=C1)C)B(O)O (2,6-dimethylphenylboronic acid), C([O-])([O-])=O.[K+].[K+] (potassium carbonate). The reagents and catalysts are CC1=C([P](C2=C(C)C=CC=C2)([Pd]([P](C3=C(C)C=CC=C3)(C4=C(C)C=CC=C4)C(C=CC=C5)=C5C)(Cl)Cl)C6=C(C)C=CC=C6)C=CC=C1 (dichlorobis(tri-o-tolylphosphine)-palladium(II)). The product is CC1=CC=C(C=C1)S(=O)(=O)OCC1OC2=C(C1)C=CC=C2C2=C(C=CC=C2C)C ((±)-[7-(2,6-dimethylphenyl)-2,3-dihydro-1-benzofuran-2-yl]methyl 4-methylbenzenesulfonate). Yield: 18.0%. RXN SMILES: [CH3:1][C:2]1[CH:7]=[CH:6][C:5]([S:8]([O:11][CH2:12][CH:13]2[CH2:17][C:16]3[CH:18]=[CH:19][CH:20]=[C:21](Br)[C:15]=3[O:14]2)(=[O:10])=[O:9])=[CH:4][CH:3]=1.[CH3:23][C:24]1[CH:29]=[CH:28][CH:27]=[C:26]([CH3:30])[C:25]=1B(O)O.C(=O)([O-])[O-].[K+].[K+]>CC1C=CC=CC=1[P](C1C=CC=CC=1C)([Pd](Cl)(Cl)[P](C1=C(C)C=CC=C1)(C1C=CC=CC=1C)C1C=CC=CC=1C)C1C=CC=CC=1C>[CH3:1][C:2]1[CH:7]=[CH:6][C:5]([S:8]([O:11][CH2:12][CH:13]2[CH2:17][C:16]3[CH:18]=[CH:19][CH:20]=[C:21]([C:25]4[C:26]([CH3:30])=[CH:27][CH:28]=[CH:29][C:24]=4[CH3:23])[C:15]=3[O:14]2)(=[O:10])=[O:9])=[CH:4][CH:3]=1 |f:2.3.4,^1:46,57|. Reported procedure: Treatment of (±)-(7-bromo-2,3-dihydro-1-benzofuran-2-yl)methyl 4-methylbenzenesulfonate (1.00 g, 2.61 mmol) with 2,6-dimethylphenylboronic acid (0.783 g, 5.22 mmol), dichlorobis(tri-o-tolylphosphine)-palladium(II) (0.103 g, 0.135 mmol), and potassium carbonate (0.90 g, 6.52 mmol) generally according to the procedure described for Intermediate 37 provided 0.192 g (18%) of (±)-[7-(2,6-dimethylphenyl)-2,3-dihydro-1-benzofuran-2-yl]methyl 4-methylbenzenesulfonate as a yellow oil. Anal. calcd. for C2... Reactants: NC=1C=CC2=C(C(=C(O2)[N+](=O)[O-])C2=CC=CC=C2)C1 (5-amino-2-nitro-3-phenylbenzofuran), C(CC)N=C=O (n-propyl isocyanate). Solvent: C1=CC=CC=C1 (benzene). Yields the product [N+](=O)([O-])C=1OC2=C(C1C1=CC=CC=C1)C=C(C=C2)NC(=O)NCCC (2-nitro-3-phenyl-5-(n-propyl)ureidobenzofuran). As a reaction SMILES: [NH2:1][C:2]1[CH:3]=[CH:4][C:5]2[O:9][C:8]([N+:10]([O-:12])=[O:11])=[C:7]([C:13]3[CH:18]=[CH:17][CH:16]=[CH:15][CH:14]=3)[C:6]=2[CH:19]=1.[CH2:20]([N:23]=[C:24]=[O:25])[CH2:21][CH3:22]>C1C=CC=CC=1>[N+:10]([C:8]1[O:9][C:5]2[CH:4]=[CH:3][C:2]([NH:1][C:24]([NH:23][CH2:20][CH2:21][CH3:22])=[O:25])=[CH:19][C:6]=2[C:7]=1[C:13]1[CH:18]=[CH:17][CH:16]=[CH:15][CH:14]=1)([O-:12])=[O:11]. Reported procedure: To a solution of 2 g. of 5-amino-2-nitro-3-phenylbenzofuran in 100 ml. of hot benzene is added 4 ml. of n-propyl isocyanate. The mixture is heated on a steam bath for 30 minutes, then evaporated to dryness. The residue is recrystallized from aqueous methanol to provide orange crystals of 2-nitro-3-phenyl-5-(n-propyl)ureidobenzofuran, m.p. 199°-201° C., having the structure ##STR21## Starting materials: NC1CN(CC1)C1CCCCC1 (3-amino-1-cyclohexylpyrrolidine), BrC=1C=C(C(=O)Cl)C=CC1 (3-bromobenzoyl chloride). The solvent is C(Cl)(Cl)Cl (chloroform). Yields the product C1(CCCCC1)N1CC(CC1)NC(C1=CC(=CC=C1)Br)=O (N-(1-Cyclohexyl-3-pyrrolidinyl)-3-bromobenzamide). As a reaction SMILES: [NH2:1][CH:2]1[CH2:6][CH2:5][N:4]([CH:7]2[CH2:12][CH2:11][CH2:10][CH2:9][CH2:8]2)[CH2:3]1.[Br:13][C:14]1[CH:15]=[C:16]([CH:20]=[CH:21][CH:22]=1)[C:17](Cl)=[O:18]>C(Cl)(Cl)Cl>[CH:7]1([N:4]2[CH2:5][CH2:6][CH:2]([NH:1][C:17](=[O:18])[C:16]3[CH:20]=[CH:21][CH:22]=[C:14]([Br:13])[CH:15]=3)[CH2:3]2)[CH2:12][CH2:11][CH2:10][CH2:9][CH2:8]1. Reported procedure: To 16.2 g. (0.1 mole) of 3-amino-1-cyclohexylpyrrolidine in 100 ml. of chloroform was added with stirring 15.1 g. (0.07 mole) of 3-bromobenzoyl chloride. After stirring for 1 hour, the solution was extracted with dilute sodium hydroxide. The chloroform layer was dried over anhydrous sodium sulfate and concentrated. The residue was recrystallized twice from ethyl acetate-isopropyl ether. The impure crystalline material was then partitioned between ethyl acetate and dilute hydrochloric acid. The a... Reactants: ClC1=NC(=C2N=CN(C2=N1)C(C)C)Cl (2,6-dichloro-9-(2-propyl)purine), IC=1C=C(CN)C=CC1 (3-iodobenzylamine). Solvent: C(C)N(CC)CC (triethylamine). Yields the product ClC1=NC(=C2N=CN(C2=N1)C(C)C)NCC1=CC(=CC=C1)I (2-Chloro-6-[(3-iodobenzyl)amino]-9-(2-propyl)purine). As a reaction SMILES: [Cl:1][C:2]1[N:10]=[C:9]2[C:5]([N:6]=[CH:7][N:8]2[CH:11]([CH3:13])[CH3:12])=[C:4](Cl)[N:3]=1.[I:15][C:16]1[CH:17]=[C:18]([CH:21]=[CH:22][CH:23]=1)[CH2:19][NH2:20]>C(N(CC)CC)C>[Cl:1][C:2]1[N:10]=[C:9]2[C:5]([N:6]=[CH:7][N:8]2[CH:11]([CH3:13])[CH3:12])=[C:4]([NH:20][CH2:19][C:18]2[CH:21]=[CH:22][CH:23]=[C:16]([I:15])[CH:17]=2)[N:3]=1. Procedure: 2-Chloro-6-[(3-iodobenzyl)amino]-9-(2-propyl)purine is prepared from 2,6-dichloro-9-(2-propyl)purine (see Example 15 for preparation), 3-iodobenzylamine, and triethylamine essentially as described above in Example 1, Scheme A, step b.